This data is from the Open Reaction Database (ORD), a public repository of structured organic reaction records. The task is: describe an organic reaction: reactants, conditions, products, and yield As a reaction SMILES: [CH3:1][c:2]1[n+:3]([O-:9])[c:4]([CH3:8])[cH:5][cH:6][cH:7]1.[Cl:10][CH:11]([Cl:12])[Cl:13].[OH2:14].[OH:15][N+:16]([O-:17])=[O:18].[S:19](=[O:20])(=[O:21])([OH:22])[OH:23]>>[CH3:1][c:2]1[n+:3]([O-:9])[c:4]([CH3:8])[cH:5][c:6]([N+:16](=[O:15])[O-:17])[cH:7]1. Starting materials: Cc1cccc(C)[n+]1[O-], ClC(Cl)Cl, O, O=[N+]([O-])O, O=S(=O)(O)O. Product: Cc1cc([N+](=O)[O-])cc(C)[n+]1[O-]. Reactants: O (Water), BrC=1C(=NC(=NC1)Cl)N1C(COCC1)C(=O)O (4-(5-bromo-2-chloropyrimidin-4-yl)morpholine-3-carboxylic acid), CC=1NC=CN1 (2-methyl-1H-imidazole), C(=O)([O-])[O-].[Cs+].[Cs+] (Cs2CO3). Solvent: CC(=O)N(C)C (DMA). Run at temperature 120 celsius, time 2 day. Yields the product Cl (HCl), BrC=1C(=NC(=NC1)N1C(=NC=C1)C)N1C(COCC1)C(=O)O (4-(5-bromo-2-(2-methyl-1H-imidazol-1-yl)pyrimidin-4-yl)morpholine-3-carboxylic acid). Isolated yield 40.9%. As a reaction SMILES: [Br:1][C:2]1[C:3]([N:9]2[CH2:14][CH2:13][O:12][CH2:11][CH:10]2[C:15]([OH:17])=[O:16])=[N:4][C:5]([Cl:8])=[N:6][CH:7]=1.[CH3:18][C:19]1[NH:20][CH:21]=[CH:22][N:23]=1.C([O-])([O-])=O.[Cs+].[Cs+].O>CC(N(C)C)=O>[ClH:8].[Br:1][C:2]1[C:3]([N:9]2[CH2:14][CH2:13][O:12][CH2:11][CH:10]2[C:15]([OH:17])=[O:16])=[N:4][C:5]([N:20]2[CH:21]=[CH:22][N:23]=[C:19]2[CH3:18])=[N:6][CH:7]=1 |f:2.3.4|. Reported procedure: A mixture of 4-(5-bromo-2-chloropyrimidin-4-yl)morpholine-3-carboxylic acid (PREPARATION x30, 1 g, 3.12 mmol), 2-methyl-1H-imidazole (0.54 g, 6.55 mmol) and Cs2CO3 (4 g, 12 mmol) in DMA (20 mL) was stirred at 120° C. for 2 days. Water was added and the mixture was concentrated, resulting in precipitation of solids. The solids were collected to give an HCl salt of the title compound as an off-white solid (0.47 g, 45%). 1H NMR (400 MHz, CD3OD) δ 2.95 (s, 3H), 3.96-3.61 (m, 4H), 4.42-4.38 (m, 2H), ... Procedure details: Ethyl 2-(5-t-butylthiophen-2-yl)-cyclopropanecarboxylate (4.49 g, 0.018 mol) was dissolved in methanol (45 ml) and a solution of potassium hydroxide (1.99 g, 0.036 mol) in water (45 ml) added dropwise at room temperature. The solution was refluxed for 3 hours, cooled to room temperature and carefully neutralised with 2M HCl. Saturated sodium chloride was added, the aqueous solution extracted with ethyl acetate (4×50 ml) and dried over anhydrous sodium sulphate. Removal of the solvent gave 2-(5-t... Reaction SMILES: [C:1]([C:5]1[S:9][C:8]([CH:10]2[CH2:12][CH:11]2[C:13]([O:15]CC)=[O:14])=[CH:7][CH:6]=1)([CH3:4])([CH3:3])[CH3:2].[OH-].[K+].Cl.[Cl-].[Na+]>CO.O>[C:1]([C:5]1[S:9][C:8]([CH:10]2[CH2:12][CH:11]2[C:13]([OH:15])=[O:14])=[CH:7][CH:6]=1)([CH3:4])([CH3:2])[CH3:3] |f:1.2,4.5|. Isolated yield 93.9%. Reactants: [OH-].[K+] (potassium hydroxide), [Cl-].[Na+] (sodium chloride), C(C)(C)(C)C1=CC=C(S1)C1C(C1)C(=O)OCC (Ethyl 2-(5-t-butylthiophen-2-yl)-cyclopropanecarboxylate), Cl (HCl). The product is C(C)(C)(C)C1=CC=C(S1)C1C(C1)C(=O)O (2-(5-t-butylthiophen-2-yl)-cyclopropanecarboxylic acid). Run in O (water), CO (methanol). Reactants: BrC=1C=CC2=C(C1)C=1CN(CCC1O2)C(=O)OC(C)(C)C (tert-butyl 8-bromo-3,4-dihydrobenzofuro[3,2-c]pyridine-2(1H)-carboxylate), C1(=CC=CC2=CC=CC=C12)S(=O)[O-].[Na+] (sodium 1-naphthylsulfinate). The product is C1(=CC=CC2=CC=CC=C12)S(=O)(=O)C=1C=CC2=C(C1)C=1CN(CCC1O2)C(=O)OC(C)(C)C (tert-butyl 8-(1-naphthylsulfonyl)-3,4-dihydrobenzofuro[3,2-c]pyridine-2(1H)-carboxylate). Isolated yield 26.0%. As a reaction SMILES: Br[C:2]1[CH:3]=[CH:4][C:5]2[O:14][C:13]3[CH2:12][CH2:11][N:10]([C:15]([O:17][C:18]([CH3:21])([CH3:20])[CH3:19])=[O:16])[CH2:9][C:8]=3[C:6]=2[CH:7]=1.[C:22]1([S:32]([O-:34])=[O:33])[C:31]2[C:26](=[CH:27][CH:28]=[CH:29][CH:30]=2)[CH:25]=[CH:24][CH:23]=1.[Na+]>>[C:22]1([S:32]([C:2]2[CH:3]=[CH:4][C:5]3[O:14][C:13]4[CH2:12][CH2:11][N:10]([C:15]([O:17][C:18]([CH3:21])([CH3:20])[CH3:19])=[O:16])[CH2:9][C:8]=4[C:6]=3[CH:7]=2)(=[O:34])=[O:33])[C:31]2[C:26](=[CH:27][CH:28]=[CH:29][CH:30]=2)[CH:25]=[CH:24][CH:23]=1 |f:1.2|. Reported procedure: The product of Example 29, step B and sodium 1-naphthylsulfinate were coupled using the procedure of Example 29, step C. Purification by flash column chromatography (SiO2, 75:25 hexane/ethyl acetate) provided tert-butyl 8-(1-naphthylsulfonyl)-3,4-dihydrobenzofuro[3,2-c]pyridine-2(1H)-carboxylate (76 mg, 26%) as a colorless oil: 1H NMR (CDCl3, 300 MHz) δ 8.67 (d, J=8.1 Hz, 1H), 8.51 (dd, J=7.5, 1.2 Hz, 1H), 8.18-8.01 (m, 2H), 7.92-7.76 (m, 2H), 7.67-7.41 (m, 4H), 4.58-4.47 (m, 2H), 3.81 (br s, 2H... Reactants: [H-].[Na+] (sodium hydride), C1=CC=CC=2N(CC3=C(CC21)C=CC=C3)C(=O)C3=CC=C(C=C3)NC(C3=C(C=CC=C3)C)=O (N-[4-[(6,11-dihydro-5H-dibenz[b,e]azepin-5-yl)carbonyl]phenyl]-2-methylbenzamide), N,N-dimethyl-15 methylene ammonium iodide. The solvent is CCOCC (ether), O1CCCC1 (tetrahydrofuran). Conditions: time 1 hour. The product is C1=CC=CC=2N(CC3=C(CC21)C=CC=C3)C(=O)C3=CC=C(C=C3)N(C(C3=C(C=CC=C3)C)=O)CN(C)C (N-[4-[(6,11-Dihydro-5H-dibenz[b,e]azepin-5-yl)carbonyl]phenyl]-N-[(dimethylamino)methyl]-2-methylbenzamide). The yield is 176.7%. RXN SMILES: [H-].[Na+].[CH:3]1[C:13]2[CH2:12][C:11]3[CH:14]=[CH:15][CH:16]=[CH:17][C:10]=3[CH2:9][N:8]([C:18]([C:20]3[CH:25]=[CH:24][C:23]([NH:26][C:27](=[O:35])[C:28]4[CH:33]=[CH:32][CH:31]=[CH:30][C:29]=4[CH3:34])=[CH:22][CH:21]=3)=[O:19])[C:7]=2[CH:6]=[CH:5][CH:4]=1>O1CCCC1.CCOCC>[CH:3]1[C:13]2[CH2:12][C:11]3[CH:14]=[CH:15][CH:16]=[CH:17][C:10]=3[CH2:9][N:8]([C:18]([C:20]3[CH:25]=[CH:24][C:23]([N:26]([CH2:7][N:8]([CH3:18])[CH3:9])[C:27](=[O:35])[C:28]4[CH:33]=[CH:32][CH:31]=[CH:30][C:29]=4[CH3:34])=[CH:22][CH:21]=3)=[O:19])[C:7]=2[CH:6]=[CH:5][CH:4]=1 |f:0.1|. Procedure details: To a suspension of 14 mg of 60% sodium hydride in oil, in 2 ml of tetrahydrofuran is added 0.13 g of N-[4-[(6,11-dihydro-5H-dibenz[b,e]azepin-5-yl)carbonyl]phenyl]-2-methylbenzamide. The reactants are stirred for 1 hour and 62 mg of N,N-dimethyl-15 methylene ammonium iodide added followed by stirring for 2 hours. The mixture is diluted with 10 ml of ether and filtered. The filtrate is evaporated in vacuo to a residue which is stirred with hexanes to give 0.13 g of the desired product as a white ...